From a dataset of the Open Reaction Database (ORD), a public repository of structured organic reaction records. describe an organic reaction: reactants, conditions, products, and yield RXN SMILES: [ClH:1].[CH3:2][O:3][C:4]1[CH:5]=[C:6]2[C:14](=[CH:15][CH:16]=1)[NH:13][C:12]1[CH:11]([C:17]3([C:21]([O:23][CH2:24][CH3:25])=[O:22])[CH2:20][CH2:19][CH2:18]3)[NH:10][CH2:9][CH2:8][C:7]2=1.C(O)[C:27]1[CH:32]=[CH:31]C=[CH:29][CH:28]=1>>[ClH:1].[CH3:2][O:3][C:4]1[CH:5]=[C:6]2[C:14](=[CH:15][CH:16]=1)[NH:13][C:12]1[CH:11]([C:17]3([C:21]([O:23][CH2:24][C:25]4[CH:31]=[CH:32][CH:27]=[CH:28][CH:29]=4)=[O:22])[CH2:20][CH2:19][CH2:18]3)[NH:10][CH2:9][CH2:8][C:7]2=1 |f:0.1,3.4|. The product is Cl.COC=1C=C2C=3CCNC(C3NC2=CC1)C1(CCC1)C(=O)OCC1=CC=CC=C1 (Benzyl 1-(6-methoxy-2,3,4,9-tetrahydro-1H-β-carbolin-1-yl)cyclobutanecarboxylate Hydrochloride). Procedure: The procedure is as in Example 23, using as substrate the product of Example 7 and as reagent benzyl alcohol. Starting materials: Cl.COC=1C=C2C=3CCNC(C3NC2=CC1)C1(CCC1)C(=O)OCC (Ethyl 1-(6-methoxy-2,3,4,9-tetrahydro-1H-β-carbolin-1-yl)cyclobutanecarboxylate Hydrochloride), C(C1=CC=CC=C1)O (benzyl alcohol). Reactants: C(CC)[Mg]Br (propyl magnesium bromide), P(OCC)(OCC)[O-] (diethyl phosphite), O1CCCC1 (tetrahydrofuran), hydrochloric acid ice, C(C1=CC=CC=C1)Br (benzyl bromide). Reaction conditions: time 3 hour. Product: C(C1=CC=CC=C1)P(CCC)(CCC)=O (benzyldipropylphosphine oxide). RXN SMILES: [CH2:1]([Mg]Br)[CH2:2][CH3:3].[P:6]([O-:13])(OCC)OCC.[CH2:14](Br)[C:15]1[CH:20]=[CH:19][CH:18]=[CH:17][CH:16]=1.O1C[CH2:25][CH2:24][CH2:23]1>>[CH2:14]([P:6](=[O:13])([CH2:23][CH2:24][CH3:25])[CH2:1][CH2:2][CH3:3])[C:15]1[CH:20]=[CH:19][CH:18]=[CH:17][CH:16]=1. Reported procedure: Under nitrogen atmosphere, to a solution of propyl magnesium bromide in tetrahydrofuran (2 M, 250 g) was added diethyl phosphite (18.0 g) under ice-cooling, and the mixture was stirred at room temperature for 3 hours. To the reaction mixture was added benzyl bromide (24.7 ml), and the mixture was refluxed for 5 hours. The reaction mixture was vigorously stirred and added to concentrated hydrochloric acid-ice to stop the reaction. The mixture was extracted with ethyl acetate and concentrated. The... Reactants: FC=1C=C(N)C=CC1OC1=C2C(=NC=C1)C=CS2 (3-fluoro-4-(thieno[3,2-b]pyridin-7-yloxy)aniline), C1(=CC=CC=C1)CC(=O)N=C=S (2-phenylethanoyl isothiocyanate). Run in C1CCOC1 (THF). Reaction conditions: time 4 hour. The product is FC=1C=C(C=CC1OC1=C2C(=NC=C1)C=CS2)NC(=S)NC(CC2=CC=CC=C2)=O (N-(3-fluoro-4-(thieno[3,2-b]pyridin-7-yloxy)phenylcarbamothioyl)-2-phenylacetamide). Reaction SMILES: [F:1][C:2]1[CH:3]=[C:4]([CH:6]=[CH:7][C:8]=1[O:9][C:10]1[CH:15]=[CH:14][N:13]=[C:12]2[CH:16]=[CH:17][S:18][C:11]=12)[NH2:5].[C:19]1([CH2:25][C:26]([N:28]=[C:29]=[S:30])=[O:27])[CH:24]=[CH:23][CH:22]=[CH:21][CH:20]=1>C1COCC1>[F:1][C:2]1[CH:3]=[C:4]([NH:5][C:29]([NH:28][C:26](=[O:27])[CH2:25][C:19]2[CH:20]=[CH:21][CH:22]=[CH:23][CH:24]=2)=[S:30])[CH:6]=[CH:7][C:8]=1[O:9][C:10]1[CH:15]=[CH:14][N:13]=[C:12]2[CH:16]=[CH:17][S:18][C:11]=12. Procedure: To a stirred solution of 3-fluoro-4-(thieno[3,2-b]pyridin-7-yloxy)aniline (0.105 g, 0.403 mmol) in THF (1 mL) was added 2-phenylethanoyl isothiocyanate (0.257 g, 1.45 mmol; prepared according to the procedure described by J. Org. Chem. 1964, 29, 1115-1119). The reaction was stirred for 4 hours at room temperature. The reaction mixture was partially purified by Biotage Flash 40 silica gel chromatography, eluting with a gradient of 10-50% EtOAc in hexanes. The product was further purified by prepa... The reactants are ClC1=C(C=CC=C1)[C@H]([C@H](C)N)OC=1C=C2C=NN(C2=CC1)C1=CC=C(C=C1)F ((1R,2S)-1-(2-chlorophenyl)-1-(1-(4-fluorophenyl) 1H-indazol-5-yloxy)propan-2-amine), C(C(C)(C)C)(=O)Cl (Pivaloyl chloride). The product is ClC1=C(C=CC=C1)[C@H]([C@H](C)NC(C(C)(C)C)=O)OC=1C=C2C=NN(C2=CC1)C1=CC=C(C=C1)F (N-((1R,2S)-1-(2-chlorophenyl)-1-(1-(4-fluorophenyl)-1H-indazol-5-yloxy)propan-2-yl)pivalamide). RXN SMILES: [Cl:1][C:2]1[CH:7]=[CH:6][CH:5]=[CH:4][C:3]=1[C@@H:8]([O:12][C:13]1[CH:14]=[C:15]2[C:19](=[CH:20][CH:21]=1)[N:18]([C:22]1[CH:27]=[CH:26][C:25]([F:28])=[CH:24][CH:23]=1)[N:17]=[CH:16]2)[C@@H:9]([NH2:11])[CH3:10].[C:29](Cl)(=[O:34])[C:30]([CH3:33])([CH3:32])[CH3:31]>>[Cl:1][C:2]1[CH:7]=[CH:6][CH:5]=[CH:4][C:3]=1[C@@H:8]([O:12][C:13]1[CH:14]=[C:15]2[C:19](=[CH:20][CH:21]=1)[N:18]([C:22]1[CH:23]=[CH:24][C:25]([F:28])=[CH:26][CH:27]=1)[N:17]=[CH:16]2)[C@@H:9]([NH:11][C:29](=[O:34])[C:30]([CH3:33])([CH3:32])[CH3:31])[CH3:10]. Reported procedure: Prepared as described in Example 1 using (1R,2S)-1-(2-chlorophenyl)-1-(1-(4-fluorophenyl) 1H-indazol-5-yloxy)propan-2-amine (300a, 18 mg, 0.05 mmol) and Pivaloyl chloride (17 μl, 0.14 mmol). Yield 22 mg (100%). Starting materials: Br[Mg]c1ccccc1 (effective_coupling_partner), CCN(CC)C(=O)Oc2ccc1ccccc1c2 (substrate). Reagents/catalysts: CC(O)c1ccccc1P(c2ccccc2)c3ccccc3. Run at temperature 25 celsius, time 1 hour. Yields the product c3ccc(c2ccc1ccccc1c2)cc3. Starting materials: C(C)(C)(C)OC(NC1(COC(OC1)(C)C)CCC1=CC(=C(C=C1)OCCCC1=C(C=CC=C1)C)C(F)(F)F)=O ([2,2-dimethyl-5-(2-{4-[3-(2-methylphenyl)propoxy]-3-trifluoromethylphenyl}ethyl)-1,3-dioxan-5-yl]carbamic acid t-butyl ester), Cl (hydrochloric acid). Run in C(C)O (ethanol). Conditions: temperature 80 celsius, time 2 hour. Yields the product Cl.NC(CO)(CO)CCC1=CC(=C(C=C1)OCCCC1=C(C=CC=C1)C)C(F)(F)F (2-amino-2-(2-{4-[3-(2-methylphenyl)propoxy]-3-trifluoromethylphenyl}ethyl)propane-1,3-diol hydrochloride). Reaction SMILES: C(OC(=O)[NH:7][C:8]1([CH2:16][CH2:17][C:18]2[CH:23]=[CH:22][C:21]([O:24][CH2:25][CH2:26][CH2:27][C:28]3[CH:33]=[CH:32][CH:31]=[CH:30][C:29]=3[CH3:34])=[C:20]([C:35]([F:38])([F:37])[F:36])[CH:19]=2)[CH2:13][O:12]C(C)(C)[O:10][CH2:9]1)(C)(C)C.[ClH:40]>C(O)C>[ClH:40].[NH2:7][C:8]([CH2:16][CH2:17][C:18]1[CH:23]=[CH:22][C:21]([O:24][CH2:25][CH2:26][CH2:27][C:28]2[CH:33]=[CH:32][CH:31]=[CH:30][C:29]=2[CH3:34])=[C:20]([C:35]([F:36])([F:37])[F:38])[CH:19]=1)([CH2:9][OH:10])[CH2:13][OH:12] |f:3.4|. Procedure: Compound 14-3 (750 mg) was dissolved in ethanol (20 ml), concentrated hydrochloric acid (2 ml) was added, and the mixture was stirred at 80° C. for 2 hr. The reaction mixture was concentrated, and the residue was washed with diethyl ether to give the object product (510 mg) as a white powder. Reactants: CCO, [H][H], Nc1[nH]c(=O)n(Cc2ccccc2)c(=O)c1N=O. Product: Nc1[nH]c(=O)n(Cc2ccccc2)c(=O)c1N. RXN SMILES: [CH3:21][CH2:22][OH:23].[H:19][H:20].[NH2:1][c:2]1[c:3]([N:17]=[O:18])[c:4](=[O:16])[n:5]([CH2:9][c:10]2[cH:11][cH:12][cH:13][cH:14][cH:15]2)[c:6](=[O:8])[nH:7]1>>[NH2:1][c:2]1[c:3]([NH2:17])[c:4](=[O:16])[n:5]([CH2:9][c:10]2[cH:11][cH:12][cH:13][cH:14][cH:15]2)[c:6](=[O:8])[nH:7]1.